This data is from the Open Reaction Database (ORD), a public repository of structured organic reaction records. The task is: describe an organic reaction: reactants, conditions, products, and yield The reactants are C(=O)(OC(C)(C)C)N1[C@H](CC1)CO (1-BOC-2-(R)-azetidinemethanol), OC=1C=NC=CC1 (3-hydroxypyridine), C1(=CC=CC=C1)P(C1=CC=CC=C1)C1=CC=CC=C1 (triphenylphosphine), CCOC(=O)/N=N/C(=O)OCC (DEAD). Run in C1CCOC1 (THF). Yields the product C(=O)(OC(C)(C)C)N1[C@@H](C=CC=C1)OCN1CCC1 (1-BOC-2-(R)-azetidinylmethoxy pyridine). RXN SMILES: [C:1](N1CC[C@@H]1CO)([O:3][C:4]([CH3:7])([CH3:6])[CH3:5])=[O:2].O[C:15]1[CH:16]=[N:17][CH:18]=[CH:19][CH:20]=1.C1(P([C:34]2[CH:39]=[CH:38]C=CC=2)C2C=CC=CC=2)C=CC=CC=1.CC[O:42][C:43](/[N:45]=N/C(OCC)=O)=O>C1COCC1>[C:1]([N:17]1[CH:18]=[CH:19][CH:20]=[CH:15][C@H:16]1[O:42][CH2:43][N:45]1[CH2:38][CH2:39][CH2:34]1)([O:3][C:4]([CH3:5])([CH3:6])[CH3:7])=[O:2]. Procedure: A 1.10 g (5.87 mmol) sample of 1-BOC-2-(R)-azetidinemethanol, prepared in step 62b above, and 588 g (5.87 mmol) of 3-hydroxypyridine were reacted with triphenylphosphine and DEAD (7.05 mmol each) in 100 mL of THF according to the procedure of Example 14a, to give the title compound. Conditions: time 10 minute. Yields the product C(C)(=O)OC(C)C (isopropyl acetate), C(C)(=O)OC(C)CC (sec-butyl acetate). The solvent is C(C)(=O)OCCCC (butyl acetate), C(C)(=O)OCC (ethyl acetate), C(Cl)Cl (methylene chloride), C(Cl)Cl (methylene chloride). Reaction SMILES: [CH:1](N([CH:7]([CH3:9])[CH3:8])CC)(C)[CH3:2].CN(C1C=CC=CN=1)C.C(Cl)(=O)C.[C:23]([O:26][C:27](=[O:29])[CH3:28])(=[O:25])[CH3:24]>C(Cl)Cl.C(OCCCC)(=O)C.C(OCC)(=O)C>[C:23]([O:26][CH:7]([CH3:8])[CH3:9])(=[O:25])[CH3:24].[C:27]([O:26][CH:23]([CH2:1][CH3:2])[CH3:24])(=[O:29])[CH3:28]. Reported procedure: Samples were analyzed on a Agilent 6890 5973 GCMS system equipped with a JW1 DB624 column with dimensions of 30 m×250μ×1.4μ. The method ran at 1 ml/min flow, with oven temperature at 40° C. for the first two minutes followed by temperature ramp at 10° C./min to a temperature of 240° C. which was held for 10 minutes. The solvent delay was set at 5 minutes. Chemical identities of compounds were confirmed by mass spectroscopic qualitative analysis on GCMS against a NIST 2011 library as well as by c... Starting materials: alcohol, alcohol, CN(C)C1=NC=CC=C1 (DMAP), acetyl, product, C(C)(=O)Cl (acetyl chloride), C(C)(C)N(CC)C(C)C (DIEA), alcohols, alcohols, alcohols, C(C)(C)N(CC)C(C)C (diisopropylethylamine), CN(C)C1=NC=CC=C1 (dimethylamino pyridine), C(C)(=O)Cl (acetyl chloride), C(C)(=O)OC(C)=O (acetic anhydride). The reactants are N[C@H]1[C@@H]2N(C(=C(CS2)C=C)C(=O)OC(C2=CC=CC=C2)C2=CC=CC=C2)C1=O (diphenylmethyl 7βamino-3-vinylceph-3-em-4-carboxylate), C1(CCCCC1)N=C=NC1CCCCC1 (dicyclohexylcarbodiimide), D-2-t-butoxycarbonylamino-2-phenylacetic acid. Solvent: C(Cl)Cl (methylene dichloride), CN(C=O)C (N,N-dimethylformamide). Run at time 30 minute. Product: C(=O)(NC1CCCCC1)NC1CCCCC1 (dicyclohexylurea). As a reaction SMILES: N[C@@H]1C(=O)N2C(C(OC(C3C=CC=CC=3)C3C=CC=CC=3)=[O:12])=C(C=C)CS[C@H]12.[CH:29]1([N:35]=[C:36]=[N:37][CH:38]2[CH2:43][CH2:42][CH2:41][CH2:40][CH2:39]2)[CH2:34][CH2:33][CH2:32][CH2:31][CH2:30]1>C(Cl)Cl.CN(C)C=O>[C:36]([NH:35][CH:29]1[CH2:30][CH2:31][CH2:32][CH2:33][CH2:34]1)([NH:37][CH:38]1[CH2:43][CH2:42][CH2:41][CH2:40][CH2:39]1)=[O:12]. Procedure details: A solution of diphenylmethyl 7βamino-3-vinylceph-3-em-4-carboxylate (1.57 g., 4 mmole) in methylene dichloride (25 ml.) with dicyclohexylcarbodiimide (907 mg., 4.4 mmole) was treated slowly (over 10 minutes) with a solution of D-2-t-butoxycarbonylamino-2-phenylacetic acid (1.1 g., 4.4 mmole) in N,N-dimethylformamide (10 ml.). The mixture was stirred at 23° for 30 minutes and dicyclohexylurea removed by filtration. The filtrate was washed with water and dried and evaporated in vacuo to give a pal... Reactants: C(C)(C)(C)OC(NC1=C(C=C(C(=C1)N(C)CC(C)C)C(F)(F)F)[N+](=O)[O-])=O ([5-(isobutyl-methyl-amino)-2-nitro-4-trifluoromethyl-phenyl]-carbamic acid tert-butyl ester). Reagents/catalysts: [Pd] (Pd/C). Yields the product C(C)(C)(C)OC(NC1=C(C=C(C(=C1)N(C)CC(C)C)C(F)(F)F)N)=O ([2-Amino-5-(isobutyl-methyl-amino)-4-trifluoromethyl-phenyl]-carbamic acid tert-butyl ester), oil. Yield: 75.0%. Reaction SMILES: [C:1]([O:5][C:6](=[O:27])[NH:7][C:8]1[CH:13]=[C:12]([N:14]([CH2:16][CH:17]([CH3:19])[CH3:18])[CH3:15])[C:11]([C:20]([F:23])([F:22])[F:21])=[CH:10][C:9]=1[N+:24]([O-])=O)([CH3:4])([CH3:3])[CH3:2]>[Pd]>[C:1]([O:5][C:6](=[O:27])[NH:7][C:8]1[CH:13]=[C:12]([N:14]([CH2:16][CH:17]([CH3:19])[CH3:18])[CH3:15])[C:11]([C:20]([F:23])([F:22])[F:21])=[CH:10][C:9]=1[NH2:24])([CH3:3])([CH3:4])[CH3:2]. Procedure: The title compound was prepared from [5-(isobutyl-methyl-amino)-2-nitro-4-trifluoromethyl-phenyl]-carbamic acid tert-butyl ester (Example C9) (3.88 g, 9.91 mmol) by hydrogenation with 10% Pd/C according to the general procedure J (method a). Obtained as a orange oil (2.70 g, 75%). The reactants are BrC1=NC=CC(=C1)[C@H]([C@@H](C1=CC=CC=C1)O)NC(OC(C)(C)C)=O (tert-butyl (1R,2R)-1-(2-bromopyridin-4-yl)-2-hydroxy-2-phenylethylcarbamate), C(=O)(N1C=NC=C1)N1C=NC=C1 (carbonyldiimidazole). The solvent is FC(C(=O)O)(F)F (trifluoroacetic acid). Conditions: time 1 hour. Product: BrC1=NC=CC(=C1)[C@H]1NC(O[C@@H]1C1=CC=CC=C1)=O ((4R,5R)-4-(2-Bromopyridin-4-yl)-5-phenyloxazolidin-2-one). RXN SMILES: [Br:1][C:2]1[CH:7]=[C:6]([C@@H:8]([NH:17][C:18](=[O:24])[O:19]C(C)(C)C)[C@H:9](O)[C:10]2[CH:15]=[CH:14][CH:13]=[CH:12][CH:11]=2)[CH:5]=[CH:4][N:3]=1.C(N1C=CN=C1)(N1C=CN=C1)=O>FC(F)(F)C(O)=O>[Br:1][C:2]1[CH:7]=[C:6]([C@@H:8]2[C@@H:9]([C:10]3[CH:11]=[CH:12][CH:13]=[CH:14][CH:15]=3)[O:24][C:18](=[O:19])[NH:17]2)[CH:5]=[CH:4][N:3]=1. Procedure details: Optically-enriched tert-butyl (1R,2R)-1-(2-bromopyridin-4-yl)-2-hydroxy-2-phenylethylcarbamate (1.85 g, 2.35 mmol) was dissolved in trifluoroacetic acid (25% in dichloromethane, 40 mL) and stirred at room temperature for 1 h. LC/MS shows clean conversion to product. The reaction was concentrated, dissolved in methanol, and loaded onto a strong cation exchange cartridge. The cartridge was flushed with several volumes of methanol which were discarded. The product was eluted with 2M ammonia in meth... Reactants: C1CCC2=NCCCN2CC1, Cc1ccc(CN)cc1C, O=C(Nc1cccc2cnccc12)C(Cl)(Cl)Cl. The product is Cc1ccc(CNC(=O)Nc2cccc3cnccc23)cc1C. As a reaction SMILES: [CH2:28]1[CH2:29][CH2:30][C:31]2=[N:36][CH2:35][CH2:34][CH2:33][N:32]2[CH2:37][CH2:38]1.[CH3:1][c:2]1[cH:3][c:4]([CH2:5][NH2:6])[cH:7][cH:8][c:9]1[CH3:10].[Cl:11][C:12]([C:13](=[O:14])[NH:15][c:16]1[c:17]2[cH:18][cH:19][n:20][cH:21][c:22]2[cH:23][cH:24][cH:25]1)([Cl:26])[Cl:27]>>[CH3:1][c:2]1[cH:3][c:4]([CH2:5][NH:6][C:13](=[O:14])[NH:15][c:16]2[c:17]3[cH:18][cH:19][n:20][cH:21][c:22]3[cH:23][cH:24][cH:25]2)[cH:7][cH:8][c:9]1[CH3:10]. The reactants are C(C1=CC=CC=C1)C1=C(C(=C(N=N1)N1CCC(CC1)(C1=NC=C(C=C1)C(C)(OCOCC[Si](C)(C)C)C)O)C)C (1′-(6-Benzyl-4,5-dimethyl-pyridazin-3-yl)-5-[1-methyl-1-(2-trimethylsilanyl-ethoxymethoxy)-ethyl]-2′,3′,5′,6′-tetrahydro-1′H-[2,4]bipyridinyl-4′-ol), C(=O)(C(F)(F)F)O (TFA). Solvent: C(Cl)Cl (CH2Cl2). Reaction conditions: temperature 0 celsius, time 2 hour. The product is C(C1=CC=CC=C1)C1=C(C(=C(N=N1)N1CCC(CC1)(C1=NC=C(C=C1)C(C)(C)O)O)C)C (1′-(6-Benzyl-4,5-dimethyl-pyridazin-3-yl)-5-(1-hydroxy-1-methyl-ethyl)-2′,3′,5′,6′-tetrahydro-1′H-[2,4′]bipyridinyl-4′-ol). Yield: 0.1%. RXN SMILES: [CH2:1]([C:8]1[N:13]=[N:12][C:11]([N:14]2[CH2:19][CH2:18][C:17]([OH:38])([C:20]3[CH:25]=[CH:24][C:23]([C:26]([CH3:37])([O:28]COCC[Si](C)(C)C)[CH3:27])=[CH:22][N:21]=3)[CH2:16][CH2:15]2)=[C:10]([CH3:39])[C:9]=1[CH3:40])[C:2]1[CH:7]=[CH:6][CH:5]=[CH:4][CH:3]=1.C(O)(C(F)(F)F)=O>C(Cl)Cl>[CH2:1]([C:8]1[N:13]=[N:12][C:11]([N:14]2[CH2:15][CH2:16][C:17]([OH:38])([C:20]3[CH:25]=[CH:24][C:23]([C:26]([OH:28])([CH3:37])[CH3:27])=[CH:22][N:21]=3)[CH2:18][CH2:19]2)=[C:10]([CH3:39])[C:9]=1[CH3:40])[C:2]1[CH:7]=[CH:6][CH:5]=[CH:4][CH:3]=1. Reported procedure: To compound 35 (44 mg, 0.078 mol) in CH2Cl2 (1.5 mL) at 0° C. is added TFA (0.15 μL). The mixture is stirred at 0° C. for 2 h and is quenched with 25% ammonium acetate, extracted with ethyl acetate. The organic phase is washed with brine, dried and concentrated to give a yellow residue which is purified by silica gel chromatography (0-5% methanol in CH2Cl2) to give the desired product (17 mg, 50%). The reactants are [Al+3], COC(=O)c1cc(-c2cccc(C(F)(F)F)c2)c(C)o1, [H-], [H-], [H-], [H-], [Li+], [Na+], C1CCOC1, [OH-], O. Yields the product Cc1oc(CO)cc1-c1cccc(C(F)(F)F)c1. RXN SMILES: [Al+3:22].[CH3:1][c:2]1[c:3](-[c:11]2[cH:12][c:13]([C:17]([F:18])([F:19])[F:20])[cH:14][cH:15][cH:16]2)[cH:4][c:5]([C:7](=[O:8])[O:9][CH3:10])[o:6]1.[H-:21].[H-:24].[H-:25].[H-:26].[Li+:23].[Na+:29].[O:30]1[CH2:31][CH2:32][CH2:33][CH2:34]1.[OH-:28].[OH2:27]>>[CH3:1][c:2]1[c:3](-[c:11]2[cH:12][c:13]([C:17]([F:18])([F:19])[F:20])[cH:14][cH:15][cH:16]2)[cH:4][c:5]([CH2:7][OH:8])[o:6]1.